Task: describe an organic reaction: reactants, conditions, products, and yield. Dataset: the Open Reaction Database (ORD), a public repository of structured organic reaction records Starting materials: Cl.C(=O)(O)C1CCN(CC1)CCCCOC1=C(C=CC=C1)CCC1=CC=CC=C1 (2-[4-(4-carboxypiperidino)butoxy]bibenzyl hydrochloride), S(=O)(Cl)Cl (thionyl chloride). Solvent: CCOCC (ether). Product: Cl.ClC(=O)C1CCN(CC1)CCCCOC1=C(C=CC=C1)CCC1=CC=CC=C1 (2-[4-(4-chlorocarbonylpiperidino)butoxy]bibenzyl hydrochloride). Reaction SMILES: [ClH:1].[C:2]([CH:5]1[CH2:10][CH2:9][N:8]([CH2:11][CH2:12][CH2:13][CH2:14][O:15][C:16]2[CH:21]=[CH:20][CH:19]=[CH:18][C:17]=2[CH2:22][CH2:23][C:24]2[CH:29]=[CH:28][CH:27]=[CH:26][CH:25]=2)[CH2:7][CH2:6]1)(O)=[O:3].S(Cl)([Cl:32])=O>CCOCC>[ClH:32].[Cl:1][C:2]([CH:5]1[CH2:10][CH2:9][N:8]([CH2:11][CH2:12][CH2:13][CH2:14][O:15][C:16]2[CH:21]=[CH:20][CH:19]=[CH:18][C:17]=2[CH2:22][CH2:23][C:24]2[CH:29]=[CH:28][CH:27]=[CH:26][CH:25]=2)[CH2:7][CH2:6]1)=[O:3] |f:0.1,4.5|. Procedure: To 6.0 g of 2-[4-(4-carboxypiperidino)butoxy]bibenzyl hydrochloride was added dropwise 15 ml of thionyl chloride with stirring. The reaction mixture was stirred at room temperature for 3 hours. As the reaction proceeded the reaction mixture became homogenous. Upon completion of the reaction, anhydrous ether was added and the resultant oily product was washed well twice or three times with anhydrous ether. To the washed oil was added anhydrous ether and the mixture was allowed to stand yielding c... The reactants are [BH4-], COC(=O)C1COC(=O)N1c1nc(-c2ccc(Br)cc2)cs1, [Li+], C1CCOC1. The product is O=C1OCC(CO)N1c1nc(-c2ccc(Br)cc2)cs1. Reaction SMILES: [BH4-:23].[Br:1][c:2]1[cH:3][cH:4][c:5](-[c:8]2[n:9][c:10]([N:13]3[C:14](=[O:22])[O:15][CH2:16][CH:17]3[C:18](=[O:19])[O:20][CH3:21])[s:11][cH:12]2)[cH:6][cH:7]1.[Li+:24].[O:25]1[CH2:26][CH2:27][CH2:28][CH2:29]1>>[Br:1][c:2]1[cH:3][cH:4][c:5](-[c:8]2[n:9][c:10]([N:13]3[C:14](=[O:22])[O:15][CH2:16][CH:17]3[CH2:18][OH:19])[s:11][cH:12]2)[cH:6][cH:7]1. The reactants are COC(=O)C=1NC=C(N1)C=1C(=NOC1C(F)(F)F)C1=CC=CC=C1 (4-(3-phenyl-5-trifluoromethyl-isoxazol-4-yl)-1H-imidazole-2-carboxylic acid methyl ester), O.[OH-].[Li+] (lithium hydroxide monohydrate). The reagents and catalysts are Cl (HCl), CO (methanol). Run in C1CCOC1 (THF), O (water). Run at time 8 hour. The product is N1C=NC(=C1)C=1C(=NOC1C(F)(F)F)C1=CC=CC=C1 (4-(1H-Imidazol-4-yl)-3-phenyl-5-trifluoromethyl-isoxazole). Isolated yield 83.6%. RXN SMILES: COC([C:5]1[NH:6][CH:7]=[C:8]([C:10]2[C:11]([C:19]3[CH:24]=[CH:23][CH:22]=[CH:21][CH:20]=3)=[N:12][O:13][C:14]=2[C:15]([F:18])([F:17])[F:16])[N:9]=1)=O.O.[OH-].[Li+]>C1COCC1.O.Cl.CO>[NH:6]1[CH:7]=[C:8]([C:10]2[C:11]([C:19]3[CH:20]=[CH:21][CH:22]=[CH:23][CH:24]=3)=[N:12][O:13][C:14]=2[C:15]([F:18])([F:16])[F:17])[N:9]=[CH:5]1 |f:1.2.3|. Procedure details: To a solution of 4-(3-phenyl-5-trifluoromethyl-isoxazol-4-yl)-1H-imidazole-2-carboxylic acid methyl ester (100 mg, 0.3 mmol) in THF (1 mL) was added a solution of lithium hydroxide monohydrate (24.8 mg, 0.6 mmol) in water (1 mL) and the resulting mixture stirred at room temperature overnight, and then at 50° C. overnight. After cooling to room temperature the mixture was acidified to pH 1 with HCl (25%, 3 drops) and methanol (2 drops) added. The mixture was then heated at 80° C. for 34 h and lef... Reactants: C(C)(C)(C)C1=CC=C(C(=O)Cl)C=C1 (4-tert-butylbenzoyl chloride), CC(C(C(=O)OC)N(C(=O)C=1SC(=CN1)C1=CC=C(C=C1)[N+](=O)[O-])C)C (Methyl 3-methyl-2-(N-methyl-5-(4-nitrophenyl)thiazole-2-carboxamido)butanoate). Product: C(C)(C)(C)C1=CC=C(C(=O)NC2=CC=C(C=C2)C2=CN=C(S2)C(=O)N(C)C(C(=O)OC)C(C)C)C=C1 (Methyl 2-(5-(4-(4-tert-butylbenzamido)phenyl)-N-methylthiazole-2-carboxamido)-3-methylbutanoate). Isolated yield 56.0%. RXN SMILES: [C:1]([C:5]1[CH:13]=[CH:12][C:8]([C:9](Cl)=[O:10])=[CH:7][CH:6]=1)([CH3:4])([CH3:3])[CH3:2].[CH3:14][CH:15]([CH3:39])[CH:16]([N:21]([CH3:38])[C:22]([C:24]1[S:25][C:26]([C:29]2[CH:34]=[CH:33][C:32]([N+:35]([O-])=O)=[CH:31][CH:30]=2)=[CH:27][N:28]=1)=[O:23])[C:17]([O:19][CH3:20])=[O:18]>>[C:1]([C:5]1[CH:13]=[CH:12][C:8]([C:9]([NH:35][C:32]2[CH:33]=[CH:34][C:29]([C:26]3[S:25][C:24]([C:22]([N:21]([CH:16]([CH:15]([CH3:39])[CH3:14])[C:17]([O:19][CH3:20])=[O:18])[CH3:38])=[O:23])=[N:28][CH:27]=3)=[CH:30][CH:31]=2)=[O:10])=[CH:7][CH:6]=1)([CH3:4])([CH3:3])[CH3:2]. Procedure: The title compound was synthesized analogous to Example 27, using 4-tert-butylbenzoyl chloride and intermediate 4. Yield: 56%; 1H NMR (DMSO-d6, 300 MHz): δ 10.38 (s, 1H), 8.37 (s, 1H), 8.04 (m, 4H), 7.78 (d, 2H), 7.57 (d, 2H), 6.27-4.76 (d, 1H), 3.69 (s, 3H), 3.47-2.95 (s, 3H), 2.35 (m, 1H), 1.33 (s, 9H), 1.11 (bs, 3H), 0.90 (bs, 3H); MS (ESI): m/z 508.2 [M+H]+. The reactants are C(C1=CC=CC=C1)N (benzylamine), [N+](=O)([O-])C1=CC=C(C=C1)C1=CC=C(C=C1)S(=O)(=O)Cl (4′-nitrobiphenyl-4-sulfonyl chloride), O (water). The solvent is CN(C)C=O (DMF). Run at time 18 hour. Product: C(C1=CC=CC=C1)NS(=O)(=O)C1=CC=C(C=C1)C1=CC=C(C=C1)[N+](=O)[O-] (N-Benzyl-4′-nitrobiphenyl-4-sulfonamide). Reaction SMILES: [CH2:1]([NH2:8])[C:2]1[CH:7]=[CH:6][CH:5]=[CH:4][CH:3]=1.[N+:9]([C:12]1[CH:17]=[CH:16][C:15]([C:18]2[CH:23]=[CH:22][C:21]([S:24](Cl)(=[O:26])=[O:25])=[CH:20][CH:19]=2)=[CH:14][CH:13]=1)([O-:11])=[O:10].O>CN(C=O)C>[CH2:1]([NH:8][S:24]([C:21]1[CH:22]=[CH:23][C:18]([C:15]2[CH:16]=[CH:17][C:12]([N+:9]([O-:11])=[O:10])=[CH:13][CH:14]=2)=[CH:19][CH:20]=1)(=[O:25])=[O:26])[C:2]1[CH:7]=[CH:6][CH:5]=[CH:4][CH:3]=1. Procedure: 0.28 ml (2.52 mmol) of benzylamine is added to a solution of 150 mg (0.50 mmol) of 4′-nitrobiphenyl-4-sulfonyl chloride in 2.0 ml of DMF. After 18 h at room temperature, 2.5 ml of water are added to the reaction mixture. The resulting precipitate is filtered off with suction and dried under high vacuum. 159 mg (74.4% of theory) of the title compound are obtained and reacted further without further purification. Starting materials: [NH4+].[Cl-] (NH4Cl), IC1=NC2=C(C=CC=C2C=C1)OC(C)C (2-iodo-8-isopropoxyquinoline), [Br-].N1=C(C=CC=C1)[Zn+] (2-pyridylzinc bromide), solution. Reagents/catalysts: Cl[Pd]([P](C1=CC=CC=C1)(C2=CC=CC=C2)C3=CC=CC=C3)([P](C4=CC=CC=C4)(C5=CC=CC=C5)C6=CC=CC=C6)Cl (PdCl2(PPh3)2). Run in C1CCOC1 (THF), C1CCOC1 (THF). Conditions: time 2 hour. Yields the product N1=C(C=CC=C1)C1=NC2=C(C=CC=C2C=C1)OC(C)C (2-(pyrid-2-yl)-8-isopropyloxyquinoline). Reaction SMILES: I[C:2]1[CH:11]=[CH:10][C:9]2[C:4](=[C:5]([O:12][CH:13]([CH3:15])[CH3:14])[CH:6]=[CH:7][CH:8]=2)[N:3]=1.[Br-].[N:17]1[CH:22]=[CH:21][CH:20]=[CH:19][C:18]=1[Zn+].[NH4+].[Cl-]>C1COCC1.Cl[Pd](Cl)([P](C1C=CC=CC=1)(C1C=CC=CC=1)C1C=CC=CC=1)[P](C1C=CC=CC=1)(C1C=CC=CC=1)C1C=CC=CC=1>[N:17]1[CH:22]=[CH:21][CH:20]=[CH:19][C:18]=1[C:2]1[CH:11]=[CH:10][C:9]2[C:4](=[C:5]([O:12][CH:13]([CH3:15])[CH3:14])[CH:6]=[CH:7][CH:8]=2)[N:3]=1 |f:1.2,3.4,^1:33,52|. Procedure details: Reaction of 2-iodo-quinolin-8-ol 8 with 2-bromopropane following the method described in Example 8 gave 2-iodo-8-isopropoxyquinoline 9 in 84% yield. 9: 1H NMR (CDCl3): δ 7.75-7.67 (m, 2H), 7.45 (dd, J=7.0 and 8.0, 1H), 7.33 (dd, J=1.2 and 8.0, 1H), 7.12 (dd, J=1.2 and 7.0, 1H), 4.80 (m, 1H), 1.49 (d, J=5.9, 6 H). To a stirred solution of 9 (29 mg, 0.093 mmol) and PdCl2(PPh3)2 (5 mg) in THF (2.5 mL) under an argon atmosphere at RT was added dropwise over 5 min 2-pyridylzinc bromide (0.370 mL of a... Reactants: CC(=O)CC(=O)OCc1ccccc1, CN, CCO. The product is CNC(C)=CC(=O)OCc1ccccc1. As a reaction SMILES: [C:1]([CH2:2][C:3](=[O:4])[CH3:5])(=[O:6])[O:7][CH2:8][c:9]1[cH:10][cH:11][cH:12][cH:13][cH:14]1.[CH3:15][NH2:16].[CH3:17][CH2:18][OH:19]>>[C:1]([CH:2]=[C:3]([CH3:5])[NH:16][CH3:15])(=[O:6])[O:7][CH2:8][c:9]1[cH:10][cH:11][cH:12][cH:13][cH:14]1.